This data is from the Open Reaction Database (ORD), a public repository of structured organic reaction records. The task is: describe an organic reaction: reactants, conditions, products, and yield Starting materials: ice water, C(#N)C1(CC2=CC=CC=C2C1)C1=C(C=CC(=C1)[N+](=O)[O-])CC (2-cyano-2-(2-ethyl-5-nitrophenyl)indane), C(C)(=O)O (acetic acid), S(O)(O)(=O)=O (sulfuric acid). Product: C(C)C1=C(C=C(C=C1)[N+](=O)[O-])C1(CC2=CC=CC=C2C1)C(=O)N (2-(2-ethyl-5-nitrophenyl)-2-indaneamide). Run in O (water). Reported procedure: To a mixture of the compound (1.16 g) obtained in Example 25b and acetic acid (10 ml), water (2 ml) and concentrated sulfuric acid (20 ml) were added sequentially. The reaction mixture was heated under reflux for 13 h, cooled, put into ice water and subjected to extraction with ethyl acetate. The organic layer was washed with a saturated aqueous sodium chloride solution, dried with anhydrous sodium sulfate and concentrated under reduced pressure to give the titled compound (870 mg) (yield, 71%). Isolated yield 71.0%. Reaction SMILES: [C:1]([C:3]1([C:12]2[CH:17]=[C:16]([N+:18]([O-:20])=[O:19])[CH:15]=[CH:14][C:13]=2[CH2:21][CH3:22])[CH2:11][C:10]2[C:5](=[CH:6][CH:7]=[CH:8][CH:9]=2)[CH2:4]1)#[N:2].C(O)(=[O:25])C.S(=O)(=O)(O)O>O>[CH2:21]([C:13]1[CH:14]=[CH:15][C:16]([N+:18]([O-:20])=[O:19])=[CH:17][C:12]=1[C:3]1([C:1]([NH2:2])=[O:25])[CH2:11][C:10]2[C:5](=[CH:6][CH:7]=[CH:8][CH:9]=2)[CH2:4]1)[CH3:22].